From a dataset of the Open Reaction Database (ORD), a public repository of structured organic reaction records. describe an organic reaction: reactants, conditions, products, and yield Starting materials: solution, C(#C)[Mg]Cl (ethynyl-magnesium chloride), CC(CCC(C)=O)CC (5-methyl-heptan-2-one), S(O)(O)(=O)=O (sulfuric acid). Run in O1CCCC1 (tetrahydrofuran). The product is CC(C#C)(CCC(CC)C)O (3,6-Dimethyl-oct-1-yn-3ol). Yield: 93.0%. RXN SMILES: [CH3:1][CH:2]([CH2:8][CH3:9])[CH2:3][CH2:4][C:5](=[O:7])[CH3:6].[C:10]([Mg]Cl)#[CH:11].S(=O)(=O)(O)O>O1CCCC1>[CH3:6][C:5]([OH:7])([CH2:4][CH2:3][CH:2]([CH3:1])[CH2:8][CH3:9])[C:10]#[CH:11]. Procedure: 128 g (1 mole) of 5-methyl-heptan-2-one are added in the course of 1 hour, with stirring, to 1 liter of a 1.1 molar solution of ethynyl-magnesium chloride in tetrahydrofuran at 10° C. After allowing about a further hour's reaction, the mixture is worked up. To do so, 2 N sulfuric acid is added, whilst cooling with ice, until two clear phases are present. The organic phase is then separated off and washed neutral with water, if necessary, and the tetrahydrofuran is distilled off at 50° C./67 mbar... Solvent: O (water), C1CCOC1 (THF). The yield is 51.6%. Run at temperature 0 celsius, time 10 minute. The product is BrC=1C=NC=CC1CO ((3-bromopyridin-4-yl)methanol). Starting materials: [BH4-].[Na+] (NaBH4), BrC1=C(C(=O)O)C=CN=C1 (3-bromoisonicotinic acid), TEA, ClC(=O)OC (methyl chloroformate). RXN SMILES: [Br:1][C:2]1[CH:10]=[N:9][CH:8]=[CH:7][C:3]=1[C:4](O)=[O:5].ClC(OC)=O.[BH4-].[Na+]>C1COCC1.O>[Br:1][C:2]1[CH:10]=[N:9][CH:8]=[CH:7][C:3]=1[CH2:4][OH:5] |f:2.3|. Procedure: To a mixture of 3-bromoisonicotinic acid (2.5 g, 12.37 mmol, 1 eq.) and TEA (3.44 mL, 24.75 mmol, 2.0 eq.) in THF (100 mL) was added methyl chloroformate (1.2 mL, 14.85 mmol, 1.2 eq.) at 0° C. The mixture was stirred at 0° C. for 10 min and filtered. To this filtrate was added a suspension of NaBH4 (0.95 g, 24.75 mmol, 2 eq.) in water (1.0 mL) at 0° C. The mixture was stirred at 0° C. for 1 h, quenched with NH4Cl(aq) solution, extracted with EtOAc twice. The combined organic layers were dried ov... Starting materials: ON=C(C(=O)O)C1=NSN=C1 (2-Hydroxyimino-2-(1,2,5-thiadiazol-3-yl)acetic acid), ClC(C(=O)Cl)Cl (dichloroacetyl chloride), Example 6(a) ( 4 ). The product is ClC(C(=O)ON=C(C(=O)O)C1=NSN=C1)Cl (2-dichloroacetoxyimino-2-(1,2,5-thiadiazol-3-yl)acetic acid). Yield: 47.0%. Reaction SMILES: [OH:1][N:2]=[C:3]([C:7]1[CH:11]=[N:10][S:9][N:8]=1)[C:4]([OH:6])=[O:5].[Cl:12][CH:13]([Cl:17])[C:14](Cl)=[O:15]>>[Cl:12][CH:13]([Cl:17])[C:14]([O:1][N:2]=[C:3]([C:7]1[CH:11]=[N:10][S:9][N:8]=1)[C:4]([OH:6])=[O:5])=[O:15]. Reported procedure: 2-Hydroxyimino-2-(1,2,5-thiadiazol-3-yl)acetic acid (syn isomer) (4.8 g.) and dichloroacetyl chloride (9.2 g.) were reacted according to a similar manner to that of Example 6(a) (4) to give crystals of 2-dichloroacetoxyimino-2-(1,2,5-thiadiazol-3-yl)acetic acid (syn isomer) (3.7 g.). Reactants: [H-].[Na+] (Sodium hydride), ClC1=C(C=CC=C1)O (2-chlorophenol), FC1=C(C=CC=C1)[N+](=O)[O-] (2-fluoro-1-nitrobenzene). Run in CN(C=O)C (N,N-dimethylformamide). Conditions: temperature 65 celsius. Yields the product ClC1=C(C=CC=C1)OC1=C(C=CC=C1)[N+](=O)[O-] (2-chloro-1-(2-nitrophenoxy)benzene). As a reaction SMILES: [H-].[Na+].[Cl:3][C:4]1[CH:9]=[CH:8][CH:7]=[CH:6][C:5]=1[OH:10].F[C:12]1[CH:17]=[CH:16][CH:15]=[CH:14][C:13]=1[N+:18]([O-:20])=[O:19]>CN(C)C=O>[Cl:3][C:4]1[CH:9]=[CH:8][CH:7]=[CH:6][C:5]=1[O:10][C:12]1[CH:17]=[CH:16][CH:15]=[CH:14][C:13]=1[N+:18]([O-:20])=[O:19] |f:0.1|. Procedure details: Sodium hydride (1.00 g) was added in portions to a solution of 2-chlorophenol (5.00 g) in N,N-dimethylformamide (100 mL) under nitrogen. To the resulting solution was added 2-fluoro-1-nitrobenzene (5.00 g). The mixture was heated at 65° C. overnight, and then was evaporated under vacuum. The residue was partitioned between chloroform and 1 N NaOH, and the layers were separated. The aqueous layer was extracted once more with chloroform, and the combined chloroform layers were washed with water an... The yield is 113.6%. Procedure details: To a mixture of 1-bromo-3-pentyloxybenzene (0.365 g), tert-bytyl N-[4-(4,4,5,5-tetramethyl-1,3,2-dioxaborolane-2-yl) benzyl]carbamate (0.575 g), sodium carbonate (0.318 g), water (1.3 mL) and N,N-dimethylformamide (6.5 mL) was added tetrakis(triphenylphosphine) palladium(0) (0.087 g), and the resulting mixture was stirred at 80° C. for 11 hours. The reaction mixture was cooled to room temperature and then partitioned between ethylacetate (35 mL) and water (10 mL). The organic layer was washed su... As a reaction SMILES: Br[C:2]1[CH:7]=[CH:6][CH:5]=[C:4]([O:8][CH2:9][CH2:10][CH2:11][CH2:12][CH3:13])[CH:3]=1.CC1(C)C(C)(C)OB([C:22]2[CH:32]=[CH:31][C:25]([CH2:26][NH:27][C:28](=[O:30])[O-:29])=[CH:24][CH:23]=2)O1.C(=O)([O-])[O-].[Na+].[Na+].O>[Pd].C1(P(C2C=CC=CC=2)C2C=CC=CC=2)C=CC=CC=1.C1(P(C2C=CC=CC=2)C2C=CC=CC=2)C=CC=CC=1.C1(P(C2C=CC=CC=2)C2C=CC=CC=2)C=CC=CC=1.C1(P(C2C=CC=CC=2)C2C=CC=CC=2)C=CC=CC=1.CN(C)C=O>[CH2:9]([O:8][C:4]1[CH:3]=[C:2]([C:22]2[CH:23]=[CH:24][C:25]([CH2:26][NH:27][C:28](=[O:30])[O:29][C:25]([CH3:31])([CH3:26])[CH3:24])=[CH:31][CH:32]=2)[CH:7]=[CH:6][CH:5]=1)[CH2:10][CH2:11][CH2:12][CH3:13] |f:2.3.4,6.7.8.9.10|. The reactants are BrC1=CC(=CC=C1)OCCCCC (1-bromo-3-pentyloxybenzene), CC1(OB(OC1(C)C)C1=CC=C(CNC([O-])=O)C=C1)C (N-[4-(4,4,5,5-tetramethyl-1,3,2-dioxaborolane-2-yl) benzyl]carbamate), C([O-])([O-])=O.[Na+].[Na+] (sodium carbonate), O (water). Run in CN(C=O)C (N,N-dimethylformamide). Run at temperature 80 celsius, time 11 hour. The product is C(CCCC)OC=1C=C(C=CC1)C1=CC=C(C=C1)CNC(OC(C)(C)C)=O (tert-Butyl N-(3′-pentyloxybiphenyl-4-ylmethyl)carbamate). The reagents and catalysts are [Pd].C1(=CC=CC=C1)P(C1=CC=CC=C1)C1=CC=CC=C1.C1(=CC=CC=C1)P(C1=CC=CC=C1)C1=CC=CC=C1.C1(=CC=CC=C1)P(C1=CC=CC=C1)C1=CC=CC=C1.C1(=CC=CC=C1)P(C1=CC=CC=C1)C1=CC=CC=C1 (tetrakis(triphenylphosphine) palladium(0)). Reactants: Br, Cc1ccc(NN2C=NCC2)c2c1N(C(=O)OC(C)(C)C)CC2, CO, CC(=O)O. The product is Cc1ccc(NN2C=NCC2)c2c1NCC2. As a reaction SMILES: [BrH:24].[C:1]([O:2][C:3](=[O:4])[N:8]1[CH2:9][CH2:10][c:11]2[c:12]([NH:18][N:19]3[CH:20]=[N:21][CH2:22][CH2:23]3)[cH:13][cH:14][c:15]([CH3:17])[c:16]21)([CH3:5])([CH3:6])[CH3:7].[CH3:25][OH:26].[CH3:27][C:28](=[O:29])[OH:30]>>[NH:8]1[CH2:9][CH2:10][c:11]2[c:12]([NH:18][N:19]3[CH:20]=[N:21][CH2:22][CH2:23]3)[cH:13][cH:14][c:15]([CH3:17])[c:16]21. Starting materials: FC(C1=NC(=C(C(=C1C(=O)OCC)O)C)C(F)(F)F)(F)F (Ethyl 2,6-bis(trifluoromethyl)-4-hydroxy-5-methyl-3-pyridinecarboxylate), BrCC(=O)OCC (ethyl bromoacetate), C(=O)([O-])[O-].[K+].[K+] (K2CO3). Procedure details: A mixture of 5.0 g (0.016 mol) of product of Example 35, 3.95 g (0.024 mol) of ethyl bromoacetate, 2.18 g (0.016 mol) of K2CO3 and 75 ml of acetone was held at reflux for 18 hours and filtered. The filtrate was concentrated. The residue was stirred with toluene and filtered. The toluene filtrate was concentrated to give 4.46 g (70.2%) of product as a solid; mp 42°-44° C. RXN SMILES: [F:1][C:2]([F:21])([F:20])[C:3]1[C:8]([C:9]([O:11][CH2:12][CH3:13])=[O:10])=[C:7]([OH:14])[C:6]([CH3:15])=[C:5]([C:16]([F:19])([F:18])[F:17])[N:4]=1.Br[CH2:23][C:24]([O:26][CH2:27][CH3:28])=[O:25].C([O-])([O-])=O.[K+].[K+]>CC(C)=O>[F:21][C:2]([F:20])([F:1])[C:3]1[C:8]([C:9]([O:11][CH2:12][CH3:13])=[O:10])=[C:7]([O:14][CH2:23][C:24]([O:26][CH2:27][CH3:28])=[O:25])[C:6]([CH3:15])=[C:5]([C:16]([F:19])([F:18])[F:17])[N:4]=1 |f:2.3.4|. The product is FC(C1=NC(=C(C(=C1C(=O)OCC)OCC(=O)OCC)C)C(F)(F)F)(F)F (Ethyl 2,6-bis(trifluoromethyl)-4-[(ethoxycarbonyl)methoxy]-5-methyl-3-pyridinecarboxylate). Yield: 69.1%. Solvent: CC(=O)C (acetone). Reactants: C(C)(C)(C)C1=NN=C(S1)N1C(N(CCC1O)C)=O (Tetrahydro-1-(5-t-butyl-1,3,4-thiadiazol-2-yl)-3-methyl-6-hydroxy-2(1H)-pyrimidinone), ClC(=O)OCCC1=CC=CC=C1 (phenethyl chloroformate). Run in N1=CC=CC=C1 (pyridine), N1=CC=CC=C1 (pyridine). Run at time 15 minute. The product is desired product, C(C)(C)(C)C1=NN=C(S1)N1C(N(CCC1OC(=O)OCCC1=CC=CC=C1)C)=O (tetrahydro-1-(5-t-butyl-1,3,4-thiadiazol-2-yl)-3-methyl-6-phenethyloxycarbonyloxy-2(1H)-pyrimidinone). Reaction SMILES: [C:1]([C:5]1[S:9][C:8]([N:10]2[CH:15]([OH:16])[CH2:14][CH2:13][N:12]([CH3:17])[C:11]2=[O:18])=[N:7][N:6]=1)([CH3:4])([CH3:3])[CH3:2].Cl[C:20]([O:22][CH2:23][CH2:24][C:25]1[CH:30]=[CH:29][CH:28]=[CH:27][CH:26]=1)=[O:21]>N1C=CC=CC=1>[C:1]([C:5]1[S:9][C:8]([N:10]2[CH:15]([O:16][C:20]([O:22][CH2:23][CH2:24][C:25]3[CH:30]=[CH:29][CH:28]=[CH:27][CH:26]=3)=[O:21])[CH2:14][CH2:13][N:12]([CH3:17])[C:11]2=[O:18])=[N:7][N:6]=1)([CH3:4])([CH3:2])[CH3:3]. Procedure details: Tetrahydro-1-(5-t-butyl-1,3,4-thiadiazol-2-yl)-3-methyl-6-hydroxy-2(1H)-pyrimidinone (0.05 mole) dissolved in pyridine (80 ml) is charged into a glass reaction vessel equipped with a mechanical stirrer and themometer. The solution is cooled to a temperature of about 10° C. and phenethyl chloroformate (0.06 mole) dissolved in pyridine (25 ml) is slowly added with stirring over a period of about 15 minutes. After the addition is completed, the reaction mixture is warmed to room temperature and is ... Reactants: CO, O=C(O)Cc1cccc([N+](=O)[O-])c1. Product: Nc1cccc(CC(=O)O)c1. RXN SMILES: [CH3:14][OH:15].[N+:1]([O-:2])(=[O:3])[c:4]1[cH:5][c:6]([CH2:10][C:11](=[O:12])[OH:13])[cH:7][cH:8][cH:9]1>>[NH2:1][c:4]1[cH:5][c:6]([CH2:10][C:11](=[O:12])[OH:13])[cH:7][cH:8][cH:9]1.